From a dataset of the Open Reaction Database (ORD), a public repository of structured organic reaction records. describe an organic reaction: reactants, conditions, products, and yield Reported procedure: A solution of 5-(2-methyl-3,5-dihydroxyphenyl)-hydantoin (400 mg, 1.8 mmol) in 2M sodium hydroxide (4.5 ml, 9 mmol) was heated in a sealed vessel at 110° C. for 48 hours. The reaction mixture was allowed to cool, neutralised with 2M hydrochloric acid and purified by cation-exchange chromatography (Dowex 50×8-100; column eluted sequentially with water,water:THF 1:1 and water again. The amino acid was finally eluted with water:pyridine 9:1). The pyridine was removed in vacuo and the residual solid... RXN SMILES: [CH3:1][C:2]1[C:7]([OH:8])=[CH:6][C:5]([OH:9])=[CH:4][C:3]=1[CH:10]1[NH:14]C(=O)N[C:11]1=[O:16].[OH-:17].[Na+].Cl>>[NH2:14][CH:10]([C:3]1[CH:4]=[C:5]([OH:9])[CH:6]=[C:7]([OH:8])[C:2]=1[CH3:1])[C:11]([OH:16])=[O:17] |f:1.2|. Product: NC(C(=O)O)C1=C(C(=CC(=C1)O)O)C (2-Amino-2-(2-methyl-3,5-dihydroxyphenyl)-acetic acid). The reactants are CC1=C(C=C(C=C1O)O)C1C(NC(N1)=O)=O (5-(2-methyl-3,5-dihydroxyphenyl)-hydantoin), [OH-].[Na+] (sodium hydroxide), Cl (hydrochloric acid). The reactants are N1C=NC=C1 (Imidazole), C(C)(C)(C)[Si](C)(C)Cl (t-butylchlorodimethylsilane), C#C[C@H](CCCCC)O ((S)-1-octyn-3-ol), Cl (HCl). The solvent is C(Cl)Cl (CH2Cl2). Conditions: time 24 hour. Product: C(C)(C)(C)[Si](O[C@H](C#C)CCCCC)(C)C ((S)-tert-Butyldimethyl(oct-1-yn-3-yloxy)silane). As a reaction SMILES: N1C=CN=C1.[C:6]([Si:10](Cl)([CH3:12])[CH3:11])([CH3:9])([CH3:8])[CH3:7].[CH:14]#[C:15][C@@H:16]([OH:22])[CH2:17][CH2:18][CH2:19][CH2:20][CH3:21].Cl>C(Cl)Cl>[C:6]([Si:10]([CH3:12])([CH3:11])[O:22][C@@H:16]([CH2:17][CH2:18][CH2:19][CH2:20][CH3:21])[C:15]#[CH:14])([CH3:9])([CH3:8])[CH3:7]. Reported procedure: The procedure of Noyori (Suzuki, M., et al., J. Med. Chem. 41, 3084-3090 (1998)) was used. Imidazole (971 mg, 14.3 mmol) and t-butylchlorodimethylsilane (1.43 g, 9.51 mmol) were added to a solution of (S)-1-octyn-3-ol SI-8 (1.00 g, 1.16 ml, 7.92 mmol) in CH2Cl2 (18 ml), cooled to 0° C. The reaction mixture was then stirred at room temperature for 24 h before being poured into 1 M HCl (50 ml). The mixture was extracted with 40/60 petroleum ether (3×50 ml). The combined organic phases were washed ... The reactants are OC(C(C)C)C=1C(=NC=NC1)C(F)(F)F (5-(1-hydroxy-2-methylpropyl)-4-trifluoromethylpyrimidine), S(=O)(Cl)Cl (thionyl chloride). Run in C(Cl)(Cl)Cl (chloroform). Yields the product ClC(C(C)C)C=1C(=NC=NC1)C(F)(F)F (5-(1-chloro-2-methylpropyl)-4-trifluoromethylpyrimidine). The yield is 48.6%. As a reaction SMILES: O[CH:2]([C:6]1[C:7]([C:12]([F:15])([F:14])[F:13])=[N:8][CH:9]=[N:10][CH:11]=1)[CH:3]([CH3:5])[CH3:4].S(Cl)([Cl:18])=O>C(Cl)(Cl)Cl>[Cl:18][CH:2]([C:6]1[C:7]([C:12]([F:15])([F:14])[F:13])=[N:8][CH:9]=[N:10][CH:11]=1)[CH:3]([CH3:5])[CH3:4]. Reported procedure: 22 g (100 mmol) of 5-(1-hydroxy-2-methylpropyl)-4-trifluoromethylpyrimidine was dissolved in 150 ml of chloroform, and 25 ml (342 mmol) of thionyl chloride was added. The reaction mixture was heated and refluxed for 2 hours. The solvent and thionyl chloride was distilled off under reduced pressure, and the residue was purified by silica gel column chromatography (developing solvent/n-hexane:ethyl acetate=6:1) to obtain 11.6 g (yield: 49%) of 5-(1-chloro-2-methylpropyl)-4-trifluoromethylpyrimidin... Starting materials: COC(CCCCCOC=1C(=CC2=C(N(C(=N2)C2=CC=CC=C2)C2=CC(=C(C=C2)C)C)C1)N)=O (6-[(5-Amino-1-(3,4-dimethylphenyl)-2-phenyl-1H-benzimidazol-6-yl)oxy]hexanoic acid methyl ester), ClC1=CC=C(C=C1)S(=O)(=O)Cl (4-chlorobenzenesulfonic acid chloride). Product: COC(CCCCCOC=1C(=CC2=C(N(C(=N2)C2=CC=CC=C2)C2=CC(=C(C=C2)C)C)C1)NS(=O)(=O)C1=CC=C(C=C1)Cl)=O (6-[[5-[[(4-Chlorophenyl)sulfonyl]amino]-1-(3,4-dimethylphenyl)-2-phenyl-1H-benzimidazol-6-yl]oxy]hexanoic acid methyl ester). RXN SMILES: [CH3:1][O:2][C:3](=[O:34])[CH2:4][CH2:5][CH2:6][CH2:7][CH2:8][O:9][C:10]1[C:11]([NH2:33])=[CH:12][C:13]2[N:17]=[C:16]([C:18]3[CH:23]=[CH:22][CH:21]=[CH:20][CH:19]=3)[N:15]([C:24]3[CH:29]=[CH:28][C:27]([CH3:30])=[C:26]([CH3:31])[CH:25]=3)[C:14]=2[CH:32]=1.[Cl:35][C:36]1[CH:41]=[CH:40][C:39]([S:42](Cl)(=[O:44])=[O:43])=[CH:38][CH:37]=1>>[CH3:1][O:2][C:3](=[O:34])[CH2:4][CH2:5][CH2:6][CH2:7][CH2:8][O:9][C:10]1[C:11]([NH:33][S:42]([C:39]2[CH:40]=[CH:41][C:36]([Cl:35])=[CH:37][CH:38]=2)(=[O:44])=[O:43])=[CH:12][C:13]2[N:17]=[C:16]([C:18]3[CH:23]=[CH:22][CH:21]=[CH:20][CH:19]=3)[N:15]([C:24]3[CH:29]=[CH:28][C:27]([CH3:30])=[C:26]([CH3:31])[CH:25]=3)[C:14]=2[CH:32]=1. Procedure: 6-[(5-Amino-1-(3,4-dimethylphenyl)-2-phenyl-1H-benzimidazol-6-yl)oxy]hexanoic acid methyl ester was reacted with 4-chlorobenzenesulfonic acid chloride according to general operating instructions 13. Starting materials: FC1=CC=C(OC2=CC=C(C=C2)CCNC)C=C1 (2-[4-(4-fluoro-phenoxy)-phenyl]-ethyl-methyl amine), CSC=1NC=C(C(N1)=O)CC=1C=NC=NC1 (2-methylsulfanyl-5-pyrimidin-5-ylmethyl-1H-pyrimidin-4-one). Solvent: C(C)O (ethanol). Conditions: temperature 125 celsius, time 16 hour. Yields the product FC1=CC=C(OC2=CC=C(C=C2)CCN(C=2NC=C(C(N2)=O)CC=2C=NC=NC2)C)C=C1 (2-{2-[4-(4-fluoro-phenoxy)phenyl]-ethyl-methyl-amino}-5-pyrimidin-5-ylmethyl-1H-pyrimidin-4-one). The yield is 51.2%. RXN SMILES: [F:1][C:2]1[CH:18]=[CH:17][C:5]([O:6][C:7]2[CH:12]=[CH:11][C:10]([CH2:13][CH2:14][NH:15][CH3:16])=[CH:9][CH:8]=2)=[CH:4][CH:3]=1.CS[C:21]1[NH:22][CH:23]=[C:24]([CH2:28][C:29]2[CH:30]=[N:31][CH:32]=[N:33][CH:34]=2)[C:25](=[O:27])[N:26]=1>C(O)C>[F:1][C:2]1[CH:18]=[CH:17][C:5]([O:6][C:7]2[CH:12]=[CH:11][C:10]([CH2:13][CH2:14][N:15]([CH3:16])[C:21]3[NH:22][CH:23]=[C:24]([CH2:28][C:29]4[CH:30]=[N:31][CH:32]=[N:33][CH:34]=4)[C:25](=[O:27])[N:26]=3)=[CH:9][CH:8]=2)=[CH:4][CH:3]=1. Procedure: 2-[4-(4-fluoro-phenoxy)-phenyl]-ethyl-methyl amine (0.204 mmol, 1 eq) and 2-methylsulfanyl-5-pyrimidin-5-ylmethyl-1H-pyrimidin-4-one (0.082 mmol, 0.4 eq) were dissolved in dry ethanol (200 μL) and stirred at 125° C. for 16 hours. Solvent was evaporated and crude product was purified on Biotage SP1 Snap Si 25; 25 ml/min in the gradient of MeOH in DCM: 0-10% in 30CV. The appropriate fractions were combined and evaporated in vacuo to give the required product 2-{2-[4-(4-fluoro-phenoxy)phenyl]-ethyl... The reactants are Clc1ccc2c(n1)CCN(Cc1ccccc1)C2, COCCN, [Cu+2], O=S(=O)([O-])[O-]. Yields the product COCCNc1ccc2c(n1)CCN(Cc1ccccc1)C2. RXN SMILES: [CH2:1]([c:2]1[cH:3][cH:4][cH:5][cH:6][cH:7]1)[N:8]1[CH2:9][c:10]2[cH:11][cH:12][c:13]([Cl:18])[n:14][c:15]2[CH2:16][CH2:17]1.[CH3:19][O:20][CH2:21][CH2:22][NH2:23].[Cu+2:24].[O-:25][S:26](=[O:27])(=[O:28])[O-:29]>>[CH2:1]([c:2]1[cH:3][cH:4][cH:5][cH:6][cH:7]1)[N:8]1[CH2:9][c:10]2[cH:11][cH:12][c:13]([NH:23][CH2:22][CH2:21][O:20][CH3:19])[n:14][c:15]2[CH2:16][CH2:17]1. Starting materials: E9, ClC1=NC=CC(=C1)OC1=C(C=C(C=C1F)CO)F ((4-((2-chloropyridin-4-yl)oxy)-3,5-difluorophenyl)methanol), ClC=1C=C2N(C(N1)=O)CC(N2C)(C)C (7-chloro-1,2,2-tri-methyl-2,3-dihydroimidazo[1,2-c]pyrimidin-5(1H)-one). Product: ClC1=NC=CC(=C1)OC1=C(C=C(COC=2C=C3N(C(N2)=O)CC(N3C)(C)C)C=C1F)F (7-((4-((2-chloropyridin-4-yl)oxy)-3,5-difluorobenzyl)oxy)-1,2,2-trimethyl-2,3-dihydroimidazo[1,2-c]pyrimidin-5(1H)-one). As a reaction SMILES: [Cl:1][C:2]1[CH:7]=[C:6]([O:8][C:9]2[C:14]([F:15])=[CH:13][C:12]([CH2:16][OH:17])=[CH:11][C:10]=2[F:18])[CH:5]=[CH:4][N:3]=1.Cl[C:20]1[CH:21]=[C:22]2[N:29]([CH3:30])[C:28]([CH3:32])([CH3:31])[CH2:27][N:23]2[C:24](=[O:26])[N:25]=1>>[Cl:1][C:2]1[CH:7]=[C:6]([O:8][C:9]2[C:14]([F:15])=[CH:13][C:12]([CH2:16][O:17][C:20]3[CH:21]=[C:22]4[N:29]([CH3:30])[C:28]([CH3:32])([CH3:31])[CH2:27][N:23]4[C:24](=[O:26])[N:25]=3)=[CH:11][C:10]=2[F:18])[CH:5]=[CH:4][N:3]=1. Procedure details: The title compound was prepared by a procedure similar to that described for E9 starting from (4-((2-chloropyridin-4-yl)oxy)-3,5-difluorophenyl)methanol and 7-chloro-1,2,2-tri-methyl-2,3-dihydroimidazo[1,2-c]pyrimidin-5(1H)-one.